This data is from the Open Reaction Database (ORD), a public repository of structured organic reaction records. The task is: describe an organic reaction: reactants, conditions, products, and yield Reactants: CC=1C=NC2=C3N=CC(=C(C3=CC=C2C1C)C)C (3,4,7,8-tetramethylphenanthroline), C1(CCC1)N1CCN(CCC1)C(=O)N1CC(C1)O (1-[(4-cyclobutyl-1,4-diazepan-1-yl)carbonyl]azetidin-3-ol), IC1=CC=C(C=C1)OC(F)(F)F (1-iodo-4-(trifluoromethoxy)benzene). The product is C1(CCC1)N1CCN(CCC1)C(=O)N1CC(C1)OC1=CC=C(C=C1)OC(F)(F)F (1-cyclobutyl-4-({3-[4-(trifluoromethoxy)phenoxy]azetidin-1-yl}carbonyl)-1,4-diazepane). As a reaction SMILES: CC1C=NC2C(C=1C)=CC=C1C=2N=CC(C)=C1C.[CH:19]1([N:23]2[CH2:29][CH2:28][CH2:27][N:26]([C:30]([N:32]3[CH2:35][CH:34]([OH:36])[CH2:33]3)=[O:31])[CH2:25][CH2:24]2)[CH2:22][CH2:21][CH2:20]1.I[C:38]1[CH:43]=[CH:42][C:41]([O:44][C:45]([F:48])([F:47])[F:46])=[CH:40][CH:39]=1>>[CH:19]1([N:23]2[CH2:29][CH2:28][CH2:27][N:26]([C:30]([N:32]3[CH2:33][CH:34]([O:36][C:38]4[CH:39]=[CH:40][C:41]([O:44][C:45]([F:46])([F:47])[F:48])=[CH:42][CH:43]=4)[CH2:35]3)=[O:31])[CH2:25][CH2:24]2)[CH2:22][CH2:21][CH2:20]1. Procedure details: In a similar fashion (Route 21, GP J) except for replacing phenanthroline with 3,4,7,8-tetramethylphenanthroline, 1-[(4-cyclobutyl-1,4-diazepan-1-yl)carbonyl]azetidin-3-ol (50 mg, 0.19 mmol) and 1-iodo-4-(trifluoromethoxy)benzene (86 mg, 0.3 mmol) gave the title compound as colourless oil after purification by preparative HPLC (44 mg, 52%).